From a dataset of the Open Reaction Database (ORD), a public repository of structured organic reaction records. describe an organic reaction: reactants, conditions, products, and yield The reactants are CCO, COC(=O)c1ccc(C(O)=CC(=O)c2cc([Si](C)(C)C)ccc2O)cc1. Product: C[Si](C)(C)c1ccc(O)c(C(=O)C=C(O)c2ccc(C(=O)O)cc2)c1. RXN SMILES: [CH3:27][CH2:28][OH:29].[OH:1][C:2](=[CH:3][C:4](=[O:5])[c:6]1[c:7]([OH:16])[cH:8][cH:9][c:10]([Si:12]([CH3:13])([CH3:14])[CH3:15])[cH:11]1)[c:17]1[cH:18][cH:19][c:20]([C:21](=[O:22])[O:23][CH3:24])[cH:25][cH:26]1>>[OH:1][C:2](=[CH:3][C:4](=[O:5])[c:6]1[c:7]([OH:16])[cH:8][cH:9][c:10]([Si:12]([CH3:13])([CH3:14])[CH3:15])[cH:11]1)[c:17]1[cH:18][cH:19][c:20]([C:21](=[O:22])[OH:23])[cH:25][cH:26]1. The reactants are FC(C(C(=O)O)(O)C(F)F)F (2,2-bis-difluoromethyl-2-hydroxyacetic acid), S(=O)(Cl)Cl (thionyl chloride), C([O-])(O)=O.[Na+] (sodium bicarbonate), N1=C(N=CC=C1)S(=O)(=O)C1=CC=C(N)C=C1 (4-(2-pyrimidylsulfonyl)aniline). The solvent is CC(=O)N(C)C (dimethyl acetamide), O (water). Conditions: temperature -10 celsius, time 30 minute. Product: N1=C(N=CC=C1)S(=O)(=O)C1=CC=C(C=C1)NC(C(C(F)F)(C(F)F)O)=O (N-[4-(2-Pyrimidinylsulfonyl)phenyl]-3,3-difluoro-2-hydroxy-2-difluoromethyl propionamide). Yield: 33.6%. As a reaction SMILES: [F:1][CH:2]([F:11])[C:3]([CH:8]([F:10])[F:9])([OH:7])[C:4](O)=[O:5].S(Cl)(Cl)=O.[N:16]1[CH:21]=[CH:20][CH:19]=[N:18][C:17]=1[S:22]([C:25]1[CH:31]=[CH:30][C:28]([NH2:29])=[CH:27][CH:26]=1)(=[O:24])=[O:23].C(=O)(O)[O-].[Na+]>CC(N(C)C)=O.O>[N:16]1[CH:21]=[CH:20][CH:19]=[N:18][C:17]=1[S:22]([C:25]1[CH:31]=[CH:30][C:28]([NH:29][C:4](=[O:5])[C:3]([OH:7])([CH:8]([F:10])[F:9])[CH:2]([F:11])[F:1])=[CH:27][CH:26]=1)(=[O:23])=[O:24] |f:3.4|. Procedure details: To a solution of 2,2-bis-difluoromethyl-2-hydroxyacetic acid (0.5 g, 2.84 mmoles) in dimethyl acetamide (10 ml) at -10° C. was added thionyl chloride (0.34 g, 2.84 mmole)s) dropwise. The resulting solution was stirred at -10° C. for approximately 30 mins. 4-(2-pyrimidylsulfonyl)aniline (0.59 g, 2.5 mmoles) was added and the reaction mixture was stirred overnight at room temperature. The reaction mixture was poured into water, and sodium bicarbonate solution was added to give a pH of 7-7.5. A dar...